Dataset: the Open Reaction Database (ORD), a public repository of structured organic reaction records. Task: describe an organic reaction: reactants, conditions, products, and yield Reactants: CC1(OB(OC1(C)C)C1=CC=C(C=C1)OC1=CC=C(C=C1)C(F)(F)F)C (4,4,5,5-tetramethyl-2-(4-(4-(trifluoromethyl)phenoxy)phenyl)-1,3,2-dioxaborolane), C(=O)([O-])[O-].[Na+].[Na+] (Na2CO3), NC([C@H](C)NC1=CC(=NC(=N1)Cl)C(=O)N)=O ((S)-6-((1-amino-1-oxopropan-2-yl)amino)-2-chloropyrimidine-4-carboxamide). The reagents and catalysts are C1=CC=C(C=C1)P([C-]2C=CC=C2)C3=CC=CC=C3.C1=CC=C(C=C1)P([C-]2C=CC=C2)C3=CC=CC=C3.Cl[Pd]Cl.[Fe+2] (PdCl2(dppf)). The solvent is O1CCOCC1 (dioxane). Reaction conditions: temperature 100 celsius. Product: NC([C@H](C)NC1=CC(=NC(=N1)C1=CC=C(C=C1)OC1=CC=C(C=C1)C(F)(F)F)C(=O)N)=O ((S)-6-((1-amino-1-oxopropan-2-yl)amino)-2-(4-(4-(trifluoromethyl)phenoxy)phenyl)pyrimidine-4-carboxamide). Isolated yield 63.5%. As a reaction SMILES: [NH2:1][C:2](=[O:16])[C@@H:3]([NH:5][C:6]1[N:11]=[C:10](Cl)[N:9]=[C:8]([C:13]([NH2:15])=[O:14])[CH:7]=1)[CH3:4].CC1(C)C(C)(C)OB([C:25]2[CH:30]=[CH:29][C:28]([O:31][C:32]3[CH:37]=[CH:36][C:35]([C:38]([F:41])([F:40])[F:39])=[CH:34][CH:33]=3)=[CH:27][CH:26]=2)O1.C([O-])([O-])=O.[Na+].[Na+]>O1CCOCC1.C1C=CC(P(C2C=CC=CC=2)[C-]2C=CC=C2)=CC=1.C1C=CC(P(C2C=CC=CC=2)[C-]2C=CC=C2)=CC=1.Cl[Pd]Cl.[Fe+2]>[NH2:1][C:2](=[O:16])[C@@H:3]([NH:5][C:6]1[N:11]=[C:10]([C:25]2[CH:26]=[CH:27][C:28]([O:31][C:32]3[CH:37]=[CH:36][C:35]([C:38]([F:39])([F:40])[F:41])=[CH:34][CH:33]=3)=[CH:29][CH:30]=2)[N:9]=[C:8]([C:13]([NH2:15])=[O:14])[CH:7]=1)[CH3:4] |f:2.3.4,6.7.8.9|. Procedure details: To a suspension of (S)-6-((1-amino-1-oxopropan-2-yl)amino)-2-chloropyrimidine-4-carboxamide (0.244 g, 1.00 mmol) in dioxane (5.0 mL) was added 4,4,5,5-tetramethyl-2-(4-(4-(trifluoromethyl)phenoxy)phenyl)-1,3,2-dioxaborolane (0.403 g, 1.11 mmol), 2M aqueous Na2CO3 (1.0 mL, 2.0 mmol) and PdCl2(dppf) (0.044 g, 0.054 mmol). The reaction vessel was flushed with argon, sealed, and heated at 100° C. overnight. After cooling, the reaction mixture was evaporated in vacuo and the residue chromatographed o... Starting materials: C1=CC(=CC=C1N)O (p-aminophenol), BrCCCC(=O)Cl (4-bromobutyryl chloride). Solvent: CC(=O)C (acetone), CC(=O)C (acetone). Reaction conditions: time 2 hour. Yields the product BrCCCC(=O)NC1=CC=C(C=C1)O (4-bromo-N-(4-hydroxyphenyl)butanamide). The yield is 50.1%. As a reaction SMILES: [CH:1]1[C:6]([NH2:7])=[CH:5][CH:4]=[C:3]([OH:8])[CH:2]=1.[Br:9][CH2:10][CH2:11][CH2:12][C:13](Cl)=[O:14]>CC(C)=O>[Br:9][CH2:10][CH2:11][CH2:12][C:13]([NH:7][C:6]1[CH:5]=[CH:4][C:3]([OH:8])=[CH:2][CH:1]=1)=[O:14]. Procedure details: A mixture of 30.9 g (0.28 mol) of p-aminophenol in about 300 mL of acetone was stirred in an ice bath and a solution of 25 g (0.14 mol) of 4-bromobutyryl chloride in about 50 mL of acetone was dripped in over 20 minutes. The reaction was stirred cold for another 1/2 hour and then at room temperature for two hours. It was then ice cooled and the mixture filtered. The precipitate was washed with about 200 mL of cold acetone. The filtrate was evaporated and the residue slurried in about 200 mL of 1... Starting materials: C(C)(=O)O (acetic acid), CC1(C(NC2=C(C(CCO1)=O)C=CC=C2)=O)C (5,6-dihydro-3,3-dimethyl-4,1-benzoxazonine-2,7(1H,3H)-dione), [H-].[Na+] (sodium hydride). The solvent is O1CCCC1 (tetrahydrofuran), O1CCCC1 (tetrahydrofuran). Reaction conditions: time 30 minute. Product: CC1(OCC2=C1NC=1C=CC=CC1C2=O)C (3,4-Dihydro-3,3-dimethylfuro[3,4-b]quinolin-9(1H)-one). As a reaction SMILES: [CH3:1][C:2]1([CH3:17])[O:10][CH2:9][CH2:8][C:7](=[O:11])[C:6]2[CH:12]=[CH:13][CH:14]=[CH:15][C:5]=2[NH:4][C:3]1=O.[H-].[Na+].C(O)(=O)C>O1CCCC1>[CH3:1][C:2]1([CH3:17])[C:3]2[NH:4][C:5]3[CH:15]=[CH:14][CH:13]=[CH:12][C:6]=3[C:7](=[O:11])[C:8]=2[CH2:9][O:10]1 |f:1.2|. Reported procedure: A solution of the compound of formula V, 5,6-dihydro-3,3-dimethyl-4,1-benzoxazonine-2,7(1H,3H)-dione (11.66 g, described in Example 1), in tetrahydrofuran (250 ml) is added to a stirred mixture of sodium hydride (4.8 g, 55% dispersion) in tetrahydrofuran (220 ml). The mixture is stirred at room temperature for 30 minutes and acetic acid is added until the mixture is neutral. The precipitate is collected and washed with a small amount of tetrahydrofuran and water. The precipitate is dried and cry... The reactants are C1(=CC=CC=C1)[Mg]Br (phenylmagnesium bromide), C(C1=CC=CC=C1)(=O)C(=O)OCC (ethyl benzoylformate), OC=1C(OC(C1O)(C1=CC=CC=C1)C)=O (3,4-dihydroxy-5-methyl-5-phenyl-2(5H)-furanone). Run in C1CCOC1 (THF). Yields the product C1(=CC=CC=C1)C1(C(=C(C(O1)=O)OCC1=CC=CC=C1)O)C1=CC=CC=C1 (5,5-diphenyl-4-hydroxy-3-phenylmethoxy-2(5H)-furanone). RXN SMILES: [C:1]1([Mg]Br)[CH:6]=[CH:5][CH:4]=[CH:3][CH:2]=1.[C:9]([C:17]([O:19]CC)=O)(=[O:16])[C:10]1[CH:15]=[CH:14][CH:13]=[CH:12][CH:11]=1.[OH:22][C:23]1[C:24](=O)[O:25][C:26](C)([C:29]2[CH:34]=[CH:33][CH:32]=[CH:31][CH:30]=2)C=1O>C1COCC1>[C:1]1([C:9]2([C:10]3[CH:11]=[CH:12][CH:13]=[CH:14][CH:15]=3)[O:16][C:23](=[O:22])[C:24]([O:25][CH2:26][C:29]3[CH:34]=[CH:33][CH:32]=[CH:31][CH:30]=3)=[C:17]2[OH:19])[CH:6]=[CH:5][CH:4]=[CH:3][CH:2]=1. Reported procedure: A total of 3.5 mL (10.5 mmol) of 3.0M phenylmagnesium bromide was added to a solution of 1.6 mL (10 mmol) of ethyl benzoylformate in THF in an analogous manner as described for the synthesis of 3,4-dihydroxy-5-methyl-5-phenyl-2(5H)-furanone to give 5,5-diphenyl-4-hydroxy-3-phenylmethoxy-2(5H)-furanone as an oil, which was purified over SiO2 using acetone/hexanes (3/7).